From a dataset of the Open Reaction Database (ORD), a public repository of structured organic reaction records. describe an organic reaction: reactants, conditions, products, and yield Run at time 2 day. Yields the product OC(C)C1=CC=C(C=C1)NC(C1=CC(=C(C=C1)OC)C12CC3CC(CC(C1)C3)C2)=O (N[4-[1-hydroxyethyl)phenyl]-3-(1-adamantyl)-4-methoxy benzamide). Yield: 66.0%. As a reaction SMILES: [C:1]([C:4]1[CH:9]=[CH:8][C:7]([NH:10][C:11](=[O:30])[C:12]2[CH:17]=[CH:16][C:15]([O:18][CH3:19])=[C:14]([C:20]34[CH2:29][CH:24]5[CH2:25][CH:26]([CH2:28][CH:22]([CH2:23]5)[CH2:21]3)[CH2:27]4)[CH:13]=2)=[CH:6][CH:5]=1)(=[O:3])[CH3:2].[BH4-].[Na+].O>CO>[OH:3][CH:1]([C:4]1[CH:9]=[CH:8][C:7]([NH:10][C:11](=[O:30])[C:12]2[CH:17]=[CH:16][C:15]([O:18][CH3:19])=[C:14]([C:20]34[CH2:29][CH:24]5[CH2:25][CH:26]([CH2:28][CH:22]([CH2:23]5)[CH2:21]3)[CH2:27]4)[CH:13]=2)=[CH:6][CH:5]=1)[CH3:2] |f:1.2|. Procedure: The amide obtained in Example 23, above, (0.9 g, 2 mmoles) is dissolved in methanol (25ml) and treated with 0.12 g (3 mmoles) of sodium borohydride. The mixture is stirred at ambient temperature for 2 days, poured into water and extracted with ether. The extracts are dried on magnesium sulfate, then the solvent is evaporated. The resulting residue is recrystallized in ethyl acetate to give N[4-[1-hydroxyethyl)phenyl]-3-(1-adamantyl)-4-methoxy benzamide (0.5 g, 66% yield) having a melting point o... Starting materials: [BH4-].[Na+] (sodium borohydride), C(C)(=O)C1=CC=C(C=C1)NC(C1=CC(=C(C=C1)OC)C12CC3CC(CC(C1)C3)C2)=O (N-(4-acetyl phenyl)-3-(1-adamantyl)-4-methoxybenzamide), O (water). Run in CO (methanol). Reactants: BrC1=CC=CC(=N1)C1=NC(=CC(=C1)C1=CC=C(C=C1)C(F)(F)F)C (6′-bromo-6-methyl-4-(4-trifluoromethylphenyl)-[2,2′]bipyridinyl), CSC=1C=C(C=CC1)B(O)O (3-(methylthio)phenylboronic acid). The product is CC1=CC(=CC(=N1)C1=NC(=CC=C1)C1=CC(=CC=C1)SC)C1=CC=C(C=C1)C(F)(F)F (6-Methyl-6′-(3-methylsulfanyl-phenyl)-4-(4-trifluoromethyl-phenyl)-[2,2′]bipyridinyl), solid. The yield is 31.0%. As a reaction SMILES: Br[C:2]1[N:7]=[C:6]([C:8]2[CH:13]=[C:12]([C:14]3[CH:19]=[CH:18][C:17]([C:20]([F:23])([F:22])[F:21])=[CH:16][CH:15]=3)[CH:11]=[C:10]([CH3:24])[N:9]=2)[CH:5]=[CH:4][CH:3]=1.[CH3:25][S:26][C:27]1[CH:28]=[C:29](B(O)O)[CH:30]=[CH:31][CH:32]=1>>[CH3:24][C:10]1[N:9]=[C:8]([C:6]2[CH:5]=[CH:4][CH:3]=[C:2]([C:31]3[CH:30]=[CH:29][CH:28]=[C:27]([S:26][CH3:25])[CH:32]=3)[N:7]=2)[CH:13]=[C:12]([C:14]2[CH:19]=[CH:18][C:17]([C:20]([F:23])([F:22])[F:21])=[CH:16][CH:15]=2)[CH:11]=1. Procedure details: The title compound was prepared from 6′-bromo-6-methyl-4-(4-trifluoromethylphenyl)-[2,2′]bipyridinyl (example E.26) (0.39 g, 1.1 mmol) and commercially available 3-(methylthio)phenylboronic acid (0.183 g, 1.1 mmol) according to the general procedure VI. Obtained as a white solid (0.150 g, 31%). MS (ISP) 437.1 [(M+H)+]; mp 144° C. The reactants are ClC1=NC=C(C(=N1)SCC(=O)OC)C1=CC=C(C=C1)CC(=O)OC (4-[2-Chloro-4-[methoxycarbonylmethylthio]pyrimidin-5-yl]phenylacetic acid, methyl ester), C1=CC=CC=2C(C3=C(C=CC21)C=CC=C3)C=3C(NC(NC3)=O)=O (5-{5H-Dibenzo[a,d]cyclohepten-5-yl}-2,4(1H,3H)-pyrimidinedione). Yields the product C1=CC=CC=2C(C3=C(C=CC21)C=CC=C3)C=3C(NC(N(C3)C3=NC=C(C(=N3)SCC(=O)OC)C3=CC=C(C=C3)CC(=O)OC)=O)=O (4-[2-[5-{5H-Dibenzo[a,d]cyclohepten-5-yl}-3,4-dihydro-2,4-dioxo-1(2H)-pyrimidinyl]-4-[methoxycarbonylmethylthio]pyrimidin-5-yl]phenylacetic acid, methyl ester). As a reaction SMILES: Cl[C:2]1[N:7]=[C:6]([S:8][CH2:9][C:10]([O:12][CH3:13])=[O:11])[C:5]([C:14]2[CH:19]=[CH:18][C:17]([CH2:20][C:21]([O:23][CH3:24])=[O:22])=[CH:16][CH:15]=2)=[CH:4][N:3]=1.[CH:25]1[C:35]2[CH:34]=[CH:33][C:32]3[CH:36]=[CH:37][CH:38]=[CH:39][C:31]=3[CH:30]([C:40]3[C:41](=[O:47])[NH:42][C:43](=[O:46])[NH:44][CH:45]=3)[C:29]=2[CH:28]=[CH:27][CH:26]=1>>[CH:25]1[C:35]2[CH:34]=[CH:33][C:32]3[CH:36]=[CH:37][CH:38]=[CH:39][C:31]=3[CH:30]([C:40]3[C:41](=[O:47])[NH:42][C:43](=[O:46])[N:44]([C:2]4[N:7]=[C:6]([S:8][CH2:9][C:10]([O:12][CH3:13])=[O:11])[C:5]([C:14]5[CH:19]=[CH:18][C:17]([CH2:20][C:21]([O:23][CH3:24])=[O:22])=[CH:16][CH:15]=5)=[CH:4][N:3]=4)[CH:45]=3)[C:29]=2[CH:28]=[CH:27][CH:26]=1. Reported procedure: The subtitle compound was prepared from the product of step (iv) (0.58 g) and the product of example 1 step (iv) (0.48 g) by the method of example 2 step (i). Purification was by chromatography eluting with 2% methanol in chloroform. Yield 0.4 g. Starting materials: compound A1, Cl.N1=CC=C(C=C1)CCl (4-picolylchloride hydrochloride), COC=1C=C(C=CC1OC)C1=NN(C([C@@H]2CC=CC[C@H]12)=O)C1CCN(CC1)C1=CC=C(C=C1)[N+](=O)[O-] ((4aS,8aR)-4-(3,4-Dimethoxyphenyl)-2-[1-(4-nitro-phenyl)-piperidin-4-yl]-4a,5,8,8a-tetrahydro-2H-phthalazin-1-one), O (water). The solvent is C(C)OCC (diethyl ether). Run at time 30 minute. Product: COC=1C=C(C=CC1OC)C1=NN(C([C@@H]2CC=CC[C@H]12)=O)C1CCN(CC1)CC1=CC=NC=C1 ((4aS,8aR)-4-(3,4-Dimethoxyphenyl)-2-(1-pyridin-4-ylmethyl-piperidin-4-yl)-4a,5,8,8a-tetrahydro-2H-phthalazin-1-one). RXN SMILES: Cl.[N:2]1[CH:7]=[CH:6][C:5]([CH2:8]Cl)=[CH:4][CH:3]=1.[CH3:10][O:11][C:12]1[CH:13]=[C:14]([C:20]2[C@@H:29]3[C@@H:24]([CH2:25][CH:26]=[CH:27][CH2:28]3)[C:23](=[O:30])[N:22]([CH:31]3[CH2:36][CH2:35][N:34](C4C=CC([N+]([O-])=O)=CC=4)[CH2:33][CH2:32]3)[N:21]=2)[CH:15]=[CH:16][C:17]=1[O:18][CH3:19].O>C(OCC)C>[CH3:10][O:11][C:12]1[CH:13]=[C:14]([C:20]2[C@@H:29]3[C@@H:24]([CH2:25][CH:26]=[CH:27][CH2:28]3)[C:23](=[O:30])[N:22]([CH:31]3[CH2:36][CH2:35][N:34]([CH2:8][C:5]4[CH:6]=[CH:7][N:2]=[CH:3][CH:4]=4)[CH2:33][CH2:32]3)[N:21]=2)[CH:15]=[CH:16][C:17]=1[O:18][CH3:19] |f:0.1|. Procedure details: Prepared from starting compound A1 and 4-picolylchloride hydrochloride as described for compound 11. After the addition of 100 ml of water, 20 ml of diethyl ether is added and the resulting mixture stirred for 30 min. The precipitate is filtered off and dried. M.p. 196-197° C.